This data is from the Open Reaction Database (ORD), a public repository of structured organic reaction records. The task is: describe an organic reaction: reactants, conditions, products, and yield The reactants are ClC=1C=C(C=CC1F)N1N=C(C=C1C1=CC(=CC(=C1)C(F)(F)F)F)C(=O)O (1-(3-Chloro-4-fluorophenyl)-5-[3-fluoro-5-(trifluoromethyl)phenyl]-1H-pyrazole-3-carboxylic acid), ClC=1C=C(C=CC1)N1N=C(C=C1C1=CC(=CC=C1)OCCO)C(=O)N1CNC(C1)=O (1-({1-(3-Chlorophenyl)-5-[3-(2-hydroxyethoxy)phenyl]-1H-pyrazol-3-yl}carbonyl)imidazolidin-4-one). The product is ClC=1C=C(C=CC1F)N1N=C(C=C1C1=CC(=CC(=C1)C(F)(F)F)F)C(=O)N1CNC(C1)=O (1-({1-(3-Chloro-4-fluorophenyl)-5-[3-fluoro-5-(trifluoromethyl)phenyl]-1H-pyrazol-3-yl}carbonyl)imidazolidin-4-one). RXN SMILES: [Cl:1][C:2]1[CH:3]=[C:4]([N:9]2[C:13]([C:14]3[CH:19]=[C:18]([C:20]([F:23])([F:22])[F:21])[CH:17]=[C:16]([F:24])[CH:15]=3)=[CH:12][C:11]([C:25]([OH:27])=O)=[N:10]2)[CH:5]=[CH:6][C:7]=1[F:8].ClC1C=C(N2C(C3C=CC=C(OCCO)C=3)=CC(C([N:52]3[CH2:56][C:55](=[O:57])[NH:54][CH2:53]3)=O)=N2)C=CC=1>>[Cl:1][C:2]1[CH:3]=[C:4]([N:9]2[C:13]([C:14]3[CH:19]=[C:18]([C:20]([F:22])([F:23])[F:21])[CH:17]=[C:16]([F:24])[CH:15]=3)=[CH:12][C:11]([C:25]([N:52]3[CH2:56][C:55](=[O:57])[NH:54][CH2:53]3)=[O:27])=[N:10]2)[CH:5]=[CH:6][C:7]=1[F:8]. Procedure: The preparation of the title compound takes place starting from the compound of Example 96A in analogy to the synthesis of the compound of Example 23. 17 mg (27% of theory) of the title compound are obtained.